describe an organic reaction: reactants, conditions, products, and yield From a dataset of the Open Reaction Database (ORD), a public repository of structured organic reaction records. Starting materials: C(C)(C)C1=CC=C(C=C1)C=1N=C(SC1)N (4-(4-Isopropyl-phenyl)-thiazol-2-yl amine), C1(CCCCC1)C(=O)Cl (cyclohexane carbonyl chloride), N1=CC=CC=C1 (pyridine). Solvent: C(Cl)Cl (CH2Cl2). Product: C(C)(C)C1=CC=C(C=C1)C=1N=C(SC1)NC(=O)C1CCCCC1 (cyclohexanecarboxylic acid [4-(4-isopropyl-phenyl)-thiazol-2-yl]-amide). Isolated yield 81.4%. Reaction SMILES: [CH:1]([C:4]1[CH:9]=[CH:8][C:7]([C:10]2[N:11]=[C:12]([NH2:15])[S:13][CH:14]=2)=[CH:6][CH:5]=1)([CH3:3])[CH3:2].[CH:16]1([C:22](Cl)=[O:23])[CH2:21][CH2:20][CH2:19][CH2:18][CH2:17]1.N1C=CC=CC=1>C(Cl)Cl>[CH:1]([C:4]1[CH:5]=[CH:6][C:7]([C:10]2[N:11]=[C:12]([NH:15][C:22]([CH:16]3[CH2:21][CH2:20][CH2:19][CH2:18][CH2:17]3)=[O:23])[S:13][CH:14]=2)=[CH:8][CH:9]=1)([CH3:3])[CH3:2]. Procedure: 4-(4-Isopropyl-phenyl)-thiazol-2-yl amine (100 mg, 0.46 mmol) was acylated in CH2Cl2 using cyclohexane carbonyl chloride (85 μL, 0.57 mmol, 1.25 eq.) in the presence of excess pyridine. The reaction was quenched with sat. NH4Cl, extracted with EtOAc and dried over MgSO4. Purification by silica gel chromatography (10% EtOAc in hexanes) afforded 123 mgs cyclohexanecarboxylic acid [4-(4-isopropyl-phenyl)-thiazol-2-yl]-amide. Reactants: N1N=CC(=C1)C(=O)OCC (ethyl 1H-pyrazole-4-carboxylate), BrC(C(=O)OC(C)(C)C)C (tert-butyl 2-bromopropanate). Yields the product C(C)OC(=O)C=1C=NN(C1)C(C(=O)O)C (2-[4-(ethoxycarbonyl)-1H-pyrazol-1-yl]propanoic acid). Isolated yield 87.2%. Reaction SMILES: [NH:1]1[CH:5]=[C:4]([C:6]([O:8][CH2:9][CH3:10])=[O:7])[CH:3]=[N:2]1.Br[CH:12]([CH3:20])[C:13]([O:15]C(C)(C)C)=[O:14]>>[CH2:9]([O:8][C:6]([C:4]1[CH:5]=[N:1][N:2]([CH:12]([CH3:20])[C:13]([OH:15])=[O:14])[CH:3]=1)=[O:7])[CH3:10]. Procedure: By a reaction in the same manner as in Example 10a and using ethyl 1H-pyrazole-4-carboxylate (1.40 g, 10.0 mmol) and tert-butyl 2-bromopropanate (3.14 g, 15.0 mmol), the title compound (1.85 g, 87%) was obtained as a colorless oil. Reaction SMILES: [NH:1](C(OCC1C=CC=CC=1)=O)[C@H:2]([C:10]([O:12][CH3:13])=[O:11])[C@@H:3]([CH3:9])[O:4][C:5]([CH3:8])([CH3:7])[CH3:6]>C(O)(=O)C.[Pd]>[NH2:1][C@H:2]([C:10]([O:12][CH3:13])=[O:11])[C@@H:3]([CH3:9])[O:4][C:5]([CH3:8])([CH3:7])[CH3:6]. Reactants: N([C@@H]([C@H](OC(C)(C)C)C)C(=O)OC)C(=O)OCC1=CC=CC=C1 (Z-Thr(tBu)-OMe). Yields the product N[C@@H]([C@H](OC(C)(C)C)C)C(=O)OC (H-Thr(tBu)-OMe). Isolated yield 96.4%. Reagents/catalysts: [Pd] (Pd on charcoal). Conditions: time 1 hour. Reported procedure: 12.92 g (40 mmols) of Z-Thr(tBu)-OMe are hydrogenated in 200 ml of glacial acetic acid and 3 g of Pd on charcoal (10%) at room temperature. The absorption of hydrogen is complete after 1 hour. The solution is freed of the catalyst by filtration and is evaporated under a waterpump vacuum at 35° C. After drying in a high vacuum at 35° C., 7.3 g of an oil result which according to a thin layer chromatogram is homogeneous and is directly used further. Solvent: C(C)(=O)O (acetic acid). Reactants: C(C(=O)C1=CC=CC=C1)Br (Phenacyl bromide), N1C=NC=C1 (imidazole). Solvent: CO (methanol). Yields the product N1(C=NC=C1)CC(=O)C1=CC=CC=C1 (2-(imidazol-1-yl)-acetophenone). Isolated yield 60.0%. RXN SMILES: [CH2:1](Br)[C:2]([C:4]1[CH:9]=[CH:8][CH:7]=[CH:6][CH:5]=1)=[O:3].[NH:11]1[CH:15]=[CH:14][N:13]=[CH:12]1>CO>[N:11]1([CH2:1][C:2]([C:4]2[CH:9]=[CH:8][CH:7]=[CH:6][CH:5]=2)=[O:3])[CH:15]=[CH:14][N:13]=[CH:12]1. Procedure details: Phenacyl bromide (0.05 mol) and imidazole (0.02 mol) were stirred in methanol (50 ml) at 0° for 3 hours. The methanol was removed in vacuo and the residue taken up in methylene chloride (300 ml), washed with water (3 × 100 ml), and dried (anhydrous sodium sulphate). Removal of the solvent left a solid residue which on recrystallisation from ethyl acetate gave 2-(imidazol-1-yl)-acetophenone (60%) as light brown needles, m.p. 112°-113°. Reactants: N[C@@H](CC(C)C)C(=O)O (L-Leucine), ClC(Cl)(OC(OC(Cl)(Cl)Cl)=O)Cl (Triphosgene). The solvent is C1CCOC1 (THF). Conditions: temperature 45 celsius. Product: CC(C)CC1C(=O)OC(=O)N1 (L-Leucine NCA). RXN SMILES: [NH2:1][C@H:2]([C:7]([OH:9])=[O:8])[CH2:3][CH:4]([CH3:6])[CH3:5].Cl[C:11](Cl)([O:13]C(=O)OC(Cl)(Cl)Cl)Cl>C1COCC1>[CH3:5][CH:4]([CH2:3][CH:2]1[NH:1][C:11](=[O:13])[O:9][C:7]1=[O:8])[CH3:6]. Procedure details: L-Leucine (15.00 g, 0.1144 mol) was heated to 100° C. under vacuum overnight, suspended in THF (150 ml) and stirred at 45° C. in a 3-neck flask with a reflux condenser fitted, under N2 pressure. Triphosgene (13.574 g, 0.4 eq) was added via a solid addition tube. After ca 80 min, the reaction had gone clear and the mixture was washed with dry diethyl ether (1 L) through the filter agent Celite (5 cm deep) in a sinter funnel (diameter 8 cm porosity 3) to a RB flask. The reactants are COC(=O)c1ccc(CSc2ccccc2)cc1NC(=O)c1ccccc1, CO, [Na+], C1CCOC1, [OH-]. The product is O=C(Nc1cc(CSc2ccccc2)ccc1C(=O)O)c1ccccc1. RXN SMILES: [C:5]([c:6]1[cH:7][cH:8][cH:9][cH:10][cH:11]1)(=[O:12])[NH:13][c:14]1[c:15]([C:16](=[O:17])[O:18][CH3:19])[cH:20][cH:21][c:22]([CH2:24][S:25][c:26]2[cH:27][cH:28][cH:29][cH:30][cH:31]2)[cH:23]1.[CH3:3][OH:4].[Na+:2].[O:32]1[CH2:33][CH2:34][CH2:35][CH2:36]1.[OH-:1]>>[C:5]([c:6]1[cH:7][cH:8][cH:9][cH:10][cH:11]1)(=[O:12])[NH:13][c:14]1[c:15]([C:16](=[O:17])[OH:18])[cH:20][cH:21][c:22]([CH2:24][S:25][c:26]2[cH:27][cH:28][cH:29][cH:30][cH:31]2)[cH:23]1. Starting materials: [BH4-], COC(C)(C)C, CCCC[N+](CCCC)(CCCC)CCCC, [Cl-], CC(C)(C)OC(=O)C1(Cl)CC1F, Cl, [Na+], O. Product: CC(C)(C)OC(=O)C1CC1F. As a reaction SMILES: [BH4-:13].[C:35]([O:36][CH3:37])([CH3:38])([CH3:39])[CH3:40].[CH3:18][CH2:19][CH2:20][CH2:21][N+:22]([CH2:23][CH2:24][CH2:25][CH3:26])([CH2:27][CH2:28][CH2:29][CH3:30])[CH2:31][CH2:32][CH2:33][CH3:34].[Cl-:17].[Cl:1][C:2]1([C:6](=[O:7])[O:8][C:9]([CH3:10])([CH3:11])[CH3:12])[CH:3]([F:5])[CH2:4]1.[ClH:15].[Na+:14].[OH2:16]>>[CH:2]1([C:6](=[O:7])[O:8][C:9]([CH3:10])([CH3:11])[CH3:12])[CH:3]([F:5])[CH2:4]1. Starting materials: COC(C)CC1CNCCN1, COC(C)CC1CNCCN1, CC(C)c1nc2c(s1)Nc1ccccc1NC2=S. Yields the product COC(C)CC1CN(C2=Nc3ccccc3Nc3sc(C(C)C)nc32)CCN1. RXN SMILES: [CH3:19][O:20][CH:21]([CH2:22][CH:23]1[NH:24][CH2:25][CH2:26][NH:27][CH2:28]1)[CH3:29].[CH3:30][O:31][CH:32]([CH3:33])[CH2:34][CH:35]1[CH2:36][NH:37][CH2:38][CH2:39][NH:40]1.[CH:1]([CH3:2])([CH3:3])[c:4]1[n:5][c:6]2[c:12]([s:13]1)[NH:11][c:10]1[c:9]([cH:17][cH:16][cH:15][cH:14]1)[NH:8][C:7]2=[S:18]>>[CH:1]([CH3:2])([CH3:3])[c:4]1[n:5][c:6]2[c:12]([s:13]1)[NH:11][c:10]1[c:9]([cH:17][cH:16][cH:15][cH:14]1)[N:8]=[C:7]2[N:27]1[CH2:26][CH2:25][NH:24][CH:23]([CH2:22][CH:21]([O:20][CH3:19])[CH3:29])[CH2:28]1. Reaction SMILES: [Cl:1][C:2]1[S:6][C:5]([C:7]([NH:9][CH2:10][C@@H:11]2[O:15][C:14](=[O:16])[N:13]([C:17]3[CH:22]=[CH:21][C:20]([N:23]4[CH2:28][CH2:27][O:26][CH2:25][C:24]4=[O:29])=[CH:19][CH:18]=3)[CH2:12]2)=[O:8])=[CH:4][CH:3]=1.CN(C=O)C.[H-].[Na+].[Cl:37][CH2:38][CH2:39][CH2:40][C:41](Cl)=[O:42]>O.C(OCC)(=O)C>[Cl:1][C:2]1[S:6][C:5]([C:7]([N:9]([C:41](=[O:42])[CH2:40][CH2:39][CH2:38][Cl:37])[CH2:10][C@@H:11]2[O:15][C:14](=[O:16])[N:13]([C:17]3[CH:18]=[CH:19][C:20]([N:23]4[CH2:28][CH2:27][O:26][CH2:25][C:24]4=[O:29])=[CH:21][CH:22]=3)[CH2:12]2)=[O:8])=[CH:4][CH:3]=1 |f:2.3|. Conditions: time 20 minute. Solvent: C(C)(=O)OCC (ethyl acetate), O (water), O (water). The product is ClC1=CC=C(S1)C(=O)N(C[C@H]1CN(C(O1)=O)C1=CC=C(C=C1)N1C(COCC1)=O)C(CCCCl)=O (5-Chloro-N-(4-chlorobutanoyl)-N-({(5S)-2-oxo-3-[4-(3-oxomorpholin-4-yl)phenyl]-1,3-oxazolidin-5-yl}methyl)thiophene-2-carboxamide). Reported procedure: 1 g (2.3 mmol) of 5-chloro-N-({(5S)-2-oxo-3-[4-(3-oxomorpholin-4-yl)phenyl]-1,3-oxazolidin-5-yl}methyl)thiophene-2-carboxamide [compound (A)] is dissolved in 100 ml of abs. DMF under argon. 110 mg (4.6 mmol) of sodium hydride (98% strength) are added, and the mixture is stirred at RT for 20 min. Then 4.37 g (30.97 mmol) of chlorobutanoyl chloride are added, keeping the reaction temperature at RT. The reaction mixture is stirred at RT for 16 h and is then admixed with 25 ml of water added gradual... Reactants: [H-].[Na+] (sodium hydride), ClC1=CC=C(S1)C(=O)NC[C@H]1CN(C(O1)=O)C1=CC=C(C=C1)N1C(COCC1)=O (5-chloro-N-({(5S)-2-oxo-3-[4-(3-oxomorpholin-4-yl)phenyl]-1,3-oxazolidin-5-yl}methyl)thiophene-2-carboxamide), ClC1=CC=C(S1)C(=O)NC[C@H]1CN(C(O1)=O)C1=CC=C(C=C1)N1C(COCC1)=O (5-chloro-N-({(5S)-2-oxo-3-[4-(3-oxomorpholin-4-yl)phenyl]-1,3-oxazolidin-5-yl}methyl)thiophene-2-carboxamide), ClCCCC(=O)Cl (chlorobutanoyl chloride), CN(C)C=O (DMF).